This data is from the Open Reaction Database (ORD), a public repository of structured organic reaction records. The task is: describe an organic reaction: reactants, conditions, products, and yield Reactants: ClCCl, OCC(=C(c1ccc(F)cc1)c1ccc(F)cc1)n1nnnc1-c1ccccc1, O=[Cr](=O)([O-])Cl, c1cc[nH+]cc1. Reaction SMILES: [CH2:41]([Cl:42])[Cl:43].[F:1][c:2]1[cH:3][cH:4][c:5]([C:8](=[C:9]([CH2:10][OH:11])[n:12]2[n:13][n:14][n:15][c:16]2-[c:17]2[cH:18][cH:19][cH:20][cH:21][cH:22]2)[c:23]2[cH:24][cH:25][c:26]([F:29])[cH:27][cH:28]2)[cH:6][cH:7]1.[O:30]=[Cr:31]([Cl:32])([O-:33])=[O:34].[nH+:35]1[cH:36][cH:37][cH:38][cH:39][cH:40]1>>[F:1][c:2]1[cH:3][cH:4][c:5]([C:8](=[C:9]([CH:10]=[O:11])[n:12]2[n:13][n:14][n:15][c:16]2-[c:17]2[cH:18][cH:19][cH:20][cH:21][cH:22]2)[c:23]2[cH:24][cH:25][c:26]([F:29])[cH:27][cH:28]2)[cH:6][cH:7]1. Yields the product O=CC(=C(c1ccc(F)cc1)c1ccc(F)cc1)n1nnnc1-c1ccccc1. Reactants: O=C(n1ccnc1)n1ccnc1, CCN(CC)CCN, C1CCOC1, O=C1Nc2ccccc2C1=C1OCc2cc(C(=O)O)ccc21, O. Yields the product CCN(CC)CCNC(=O)c1ccc2c(c1)COC2=C1C(=O)Nc2ccccc21. As a reaction SMILES: [C:23]([n:24]1[cH:25][cH:26][n:27][cH:28]1)([n:29]1[cH:30][cH:31][n:32][cH:33]1)=[O:34].[CH2:35]([CH3:36])[N:37]([CH2:38][CH2:39][NH2:40])[CH2:41][CH3:42].[CH2:44]1[O:45][CH2:46][CH2:47][CH2:48]1.[O:1]=[C:2]1[NH:3][c:4]2[cH:5][cH:6][cH:7][cH:8][c:9]2[C:10]1=[C:11]1[O:12][CH2:13][c:14]2[cH:15][c:16]([C:20](=[O:21])[OH:22])[cH:17][cH:18][c:19]21.[OH2:43]>>[O:1]=[C:2]1[NH:3][c:4]2[cH:5][cH:6][cH:7][cH:8][c:9]2[C:10]1=[C:11]1[O:12][CH2:13][c:14]2[cH:15][c:16]([C:20](=[O:22])[NH:40][CH2:39][CH2:38][N:37]([CH2:35][CH3:36])[CH2:41][CH3:42])[cH:17][cH:18][c:19]21. Reactants: CN(C(=O)OC(C)(C)C)C1CCN(c2cnc3nnn(Cc4ccc5ncccc5c4)c3n2)C1, ClCCl, Cl. Product: CNC1CCN(c2cnc3nnn(Cc4ccc5ncccc5c4)c3n2)C1. Reaction SMILES: [CH3:1][N:2]([C:3](=[O:4])[O:5][C:6]([CH3:7])([CH3:8])[CH3:9])[CH:10]1[CH2:11][N:12]([c:15]2[cH:16][n:17][c:18]3[c:19]([n:20]2)[n:21]([CH2:24][c:25]2[cH:26][c:27]4[cH:28][cH:29][cH:30][n:31][c:32]4[cH:33][cH:34]2)[n:22][n:23]3)[CH2:13][CH2:14]1.[Cl:36][CH2:37][Cl:38].[ClH:35]>>[CH3:1][NH:2][CH:10]1[CH2:11][N:12]([c:15]2[cH:16][n:17][c:18]3[c:19]([n:20]2)[n:21]([CH2:24][c:25]2[cH:26][c:27]4[cH:28][cH:29][cH:30][n:31][c:32]4[cH:33][cH:34]2)[n:22][n:23]3)[CH2:13][CH2:14]1. Starting materials: O1CCOCC1 (1,4-dioxane), ClC=1C=CC(=C(C1)B(O)O)O (5-chloro-2-hydroxyphenylboronic acid), NC1=NC=CC(=C1)Br (2-amino-4-bromopyridine), C([O-])([O-])=O.[Na+].[Na+] (sodium carbonate). The reagents and catalysts are C=1C=CC(=CC1)[P](C=2C=CC=CC2)(C=3C=CC=CC3)[Pd]([P](C=4C=CC=CC4)(C=5C=CC=CC5)C=6C=CC=CC6)([P](C=7C=CC=CC7)(C=8C=CC=CC8)C=9C=CC=CC9)[P](C=1C=CC=CC1)(C=1C=CC=CC1)C=1C=CC=CC1 (tetrakis(triphenylphosphine)palladium). The solvent is O (water), C(C)(=O)OCC (ethyl acetate), O (water). Reaction conditions: temperature 85 celsius. The product is NC1=NC=CC(=C1)C1=C(C=CC(=C1)Cl)O (2-(2-aminopyridin-4-yl)-4-chlorophenol). Isolated yield 109.7%. RXN SMILES: [Cl:1][C:2]1[CH:3]=[CH:4][C:5]([OH:11])=[C:6](B(O)O)[CH:7]=1.[NH2:12][C:13]1[CH:18]=[C:17](Br)[CH:16]=[CH:15][N:14]=1.C(=O)([O-])[O-].[Na+].[Na+].O1CCOCC1>C(OCC)(=O)C.O.C1C=CC([P]([Pd]([P](C2C=CC=CC=2)(C2C=CC=CC=2)C2C=CC=CC=2)([P](C2C=CC=CC=2)(C2C=CC=CC=2)C2C=CC=CC=2)[P](C2C=CC=CC=2)(C2C=CC=CC=2)C2C=CC=CC=2)(C2C=CC=CC=2)C2C=CC=CC=2)=CC=1>[NH2:12][C:13]1[CH:18]=[C:17]([C:6]2[CH:7]=[C:2]([Cl:1])[CH:3]=[CH:4][C:5]=2[OH:11])[CH:16]=[CH:15][N:14]=1 |f:2.3.4,^1:42,44,63,82|. Reported procedure: 5-chloro-2-hydroxyphenylboronic acid (200 mg, 1 mmol), 2-amino-4-bromopyridine (220 mg, 1.3 mmol), sodium carbonate (490 mg, 4.6 mmol), and tetrakis(triphenylphosphine)palladium (0) (130 mg, 0.12 mmol) were all placed in a round bottom flask and 1,4-dioxane (3 mL) and water (1 mL) were added. The mixture was heated to 85° C. for 2 hours. The mixture was cooled to room temperature and diluted with ethyl acetate and water. The layers were separated and the aqueous layer was extracted with ethyl ac... The reactants are CCc1c(C(=O)c2cc(C)cc(C)c2)[nH]c(=O)[nH]c1=O, FC(F)(F)c1cc(CBr)cc(C(F)(F)F)c1. Yields the product CCc1c(C(=O)c2cc(C)cc(C)c2)n(Cc2cc(C(F)(F)F)cc(C(F)(F)F)c2)c(=O)[nH]c1=O. RXN SMILES: [CH2:1]([CH3:2])[c:3]1[c:4](=[O:20])[nH:5][c:6](=[O:19])[nH:7][c:8]1[C:9]([c:10]1[cH:11][c:12]([CH3:17])[cH:13][c:14]([CH3:16])[cH:15]1)=[O:18].[F:21][C:22]([c:23]1[cH:24][c:25]([CH2:26][Br:27])[cH:28][c:29]([C:31]([F:32])([F:33])[F:34])[cH:30]1)([F:35])[F:36]>>[CH2:1]([CH3:2])[c:3]1[c:4](=[O:20])[nH:5][c:6](=[O:19])[n:7]([CH2:26][c:25]2[cH:24][c:23]([C:22]([F:21])([F:35])[F:36])[cH:30][c:29]([C:31]([F:32])([F:33])[F:34])[cH:28]2)[c:8]1[C:9]([c:10]1[cH:11][c:12]([CH3:17])[cH:13][c:14]([CH3:16])[cH:15]1)=[O:18]. Procedure: By reaction and purification in the same manner as in the method described in Example 420 and using the compound obtained in Example 362 and pyrrolidine, the title compound was obtained. RXN SMILES: [F:1][C:2]([F:44])([F:43])[C:3]1[CH:4]=[C:5]([N:13]([CH3:42])[C:14]([N:16]([CH3:41])[C@H:17]2[C@H:21]([C:22]3[CH:27]=[CH:26][C:25]([F:28])=[CH:24][CH:23]=3)[CH2:20][N:19]([C:29]([O:31]C3C=CC([N+]([O-])=O)=CC=3)=O)[CH2:18]2)=[O:15])[CH:6]=[C:7]([C:9]([F:12])([F:11])[F:10])[CH:8]=1.[NH:45]1[CH2:49][CH2:48][CH2:47][CH2:46]1>>[F:44][C:2]([F:43])([F:1])[C:3]1[CH:4]=[C:5]([N:13]([CH3:42])[C:14]([N:16]([C@H:17]2[C@H:21]([C:22]3[CH:27]=[CH:26][C:25]([F:28])=[CH:24][CH:23]=3)[CH2:20][N:19]([C:29]([N:45]3[CH2:49][CH2:48][CH2:47][CH2:46]3)=[O:31])[CH2:18]2)[CH3:41])=[O:15])[CH:6]=[C:7]([C:9]([F:12])([F:10])[F:11])[CH:8]=1. The product is FC(C=1C=C(C=C(C1)C(F)(F)F)N(C(=O)N(C)[C@@H]1CN(C[C@H]1C1=CC=C(C=C1)F)C(=O)N1CCCC1)C)(F)F (1-[3,5-bis(trifluoromethyl)phenyl]-3-[(3S,4R)-4-(4-fluorophenyl)-1-(pyrrolidin-1-ylcarbonyl)pyrrolidin-3-yl]-1,3-dimethylurea). The reactants are FC(C=1C=C(C=C(C1)C(F)(F)F)N(C(=O)N([C@@H]1CN(C[C@H]1C1=CC=C(C=C1)F)C(=O)OC1=CC=C(C=C1)[N+](=O)[O-])C)C)(F)F (4-nitrophenyl (3S,4R)-3-[{[3,5-bis(trifluoromethyl)phenyl](methyl)carbamoyl}(methyl)amino]-4-(4-fluorophenyl)pyrrolidine-1-carboxylate), N1CCCC1 (pyrrolidine). The reactants are C(CCC)N(C1=CC(=C(C=O)C=C1)OC)CCCC (4-dibutylamino-2-methoxybenzaldehyde), C(#N)C=1C(OC(C1C)(C(F)(F)F)C1=CC=CC=C1)=C(C#N)C#N (2-(3-cyano-4-methyl-5-phenyl-5-trifluoromethyl-2(5H)-furanylidene)propanedinitrile). Run in C(C)O (ethanol). Run at temperature 50 celsius, time 2 hour. Yields the product C(CCC)N(C1=CC(=C(C=C1)C=CC1=C(C(OC1(C(F)(F)F)C1=CC=CC=C1)=C(C#N)C#N)C#N)OC)CCCC (2-[4-[2-(4-dibutylamino-2-methoxyphenyl)vinyl]-3-cyano-5-phenyl-5-trifluoromethyl-2(5H)-furanylidene]propanedinitrile). Yield: 85.1%. RXN SMILES: [CH2:1]([N:5]([CH2:16][CH2:17][CH2:18][CH3:19])[C:6]1[CH:13]=[CH:12][C:9]([CH:10]=O)=[C:8]([O:14][CH3:15])[CH:7]=1)[CH2:2][CH2:3][CH3:4].[C:20]([C:22]1[C:23](=[C:38]([C:41]#[N:42])[C:39]#[N:40])[O:24][C:25]([C:32]2[CH:37]=[CH:36][CH:35]=[CH:34][CH:33]=2)([C:28]([F:31])([F:30])[F:29])[C:26]=1[CH3:27])#[N:21]>C(O)C>[CH2:1]([N:5]([CH2:16][CH2:17][CH2:18][CH3:19])[C:6]1[CH:13]=[CH:12][C:9]([CH:10]=[CH:27][C:26]2[C:25]([C:32]3[CH:33]=[CH:34][CH:35]=[CH:36][CH:37]=3)([C:28]([F:31])([F:29])[F:30])[O:24][C:23](=[C:38]([C:41]#[N:42])[C:39]#[N:40])[C:22]=2[C:20]#[N:21])=[C:8]([O:14][CH3:15])[CH:7]=1)[CH2:2][CH2:3][CH3:4]. Reported procedure: In 5 ml of ethanol were dissolved 150 mg (0.57 mmol) of 4-dibutylamino-2-methoxybenzaldehyde and 197 mg (0.63 mmol) of 2-(3-cyano-4-methyl-5-phenyl-5-trifluoromethyl-2(5H)-furanylidene)propanedinitrile. After the mixture was stirred at 50° C. for 2 hours, ethanol was evaporated off. The residue was purified by silica gel column chromatography to give 272 mg of a dark brown crystal (yield: 85.2%; mp: 191-194° C.)